From a dataset of the Open Reaction Database (ORD), a public repository of structured organic reaction records. describe an organic reaction: reactants, conditions, products, and yield Starting materials: FC=1C=C2C(=C(/C(/C2=CC1)=C/C1=CC=C(C=C1)S(=O)C)C)CCON (O-2-[Z-5-fluoro-2-methyl-1-(4-methylsulfinylphenyl)methylene-1H-inden-3-yl]ethyl hydroxylamine), O(C1=CC=CC=C1)CC=O (phenoxyacetaldehyde). Product: FC=1C=C2C(=C(/C(/C2=CC1)=C/C1=CC=C(C=C1)S(=O)C)C)CCON=CCOC1=CC=CC=C1 (phenoxyacetaldehyde-O-2-[Z-5-fluoro-2-methyl-1-(4-methylsulfinylphenyl)methylene-1H-inden-3-yl]ethyl oxime). Reaction SMILES: [F:1][C:2]1[CH:3]=[C:4]2[C:8](=[CH:9][CH:10]=1)/[C:7](=[CH:11]\[C:12]1[CH:17]=[CH:16][C:15]([S:18]([CH3:20])=[O:19])=[CH:14][CH:13]=1)/[C:6]([CH3:21])=[C:5]2[CH2:22][CH2:23][O:24][NH2:25].[O:26]([CH2:33][CH:34]=O)[C:27]1[CH:32]=[CH:31][CH:30]=[CH:29][CH:28]=1>>[F:1][C:2]1[CH:3]=[C:4]2[C:8](=[CH:9][CH:10]=1)/[C:7](=[CH:11]\[C:12]1[CH:17]=[CH:16][C:15]([S:18]([CH3:20])=[O:19])=[CH:14][CH:13]=1)/[C:6]([CH3:21])=[C:5]2[CH2:22][CH2:23][O:24][N:25]=[CH:34][CH2:33][O:26][C:27]1[CH:32]=[CH:31][CH:30]=[CH:29][CH:28]=1. Reported procedure: The title compound is prepared by reaction of O-2-[Z-5-fluoro-2-methyl-1-(4-methylsulfinylphenyl)methylene-1H-inden-3-yl]ethyl hydroxylamine with phenoxyacetaldehyde by the method of Example 1. Starting materials: ClC1=C(C=C(C=C1)S(=O)(=O)NC=1C(=NC=C(C1)Cl)C(C1=C(C=CC=C1)[N+](=O)[O-])=O)C(F)(F)F (4-chloro-N-[5-chloro-2-(2-nitro-benzoyl)-pyridin-3-yl]-3-trifluoromethyl-benzenesulfonamide). Reagents/catalysts: [Fe] (Fe). The solvent is CC(=O)O (AcOH), CCOC(=O)C (EtOAc), C(C)(=O)O (acetic acid). Reaction conditions: time 30 minute. The product is NC1=C(C(=O)C2=NC=C(C=C2NS(=O)(=O)C2=CC(=C(C=C2)Cl)C(F)(F)F)Cl)C=CC=C1 (N-[2-(2-amino-benzoyl)-5-chloro-pyridin-3-yl]-4-chloro-3-trifluoromethyl-benzenesulfonamide). Reaction SMILES: [Cl:1][C:2]1[CH:7]=[CH:6][C:5]([S:8]([NH:11][C:12]2[C:13]([C:19](=[O:29])[C:20]3[CH:25]=[CH:24][CH:23]=[CH:22][C:21]=3[N+:26]([O-])=O)=[N:14][CH:15]=[C:16]([Cl:18])[CH:17]=2)(=[O:10])=[O:9])=[CH:4][C:3]=1[C:30]([F:33])([F:32])[F:31]>C(O)(=O)C.CCOC(C)=O.[Fe]>[NH2:26][C:21]1[CH:22]=[CH:23][CH:24]=[CH:25][C:20]=1[C:19]([C:13]1[C:12]([NH:11][S:8]([C:5]2[CH:6]=[CH:7][C:2]([Cl:1])=[C:3]([C:30]([F:33])([F:32])[F:31])[CH:4]=2)(=[O:10])=[O:9])=[CH:17][C:16]([Cl:18])=[CH:15][N:14]=1)=[O:29]. Procedure details: To a stirred suspension of Fe (176 mg, 3.15 mmol) in glacial acetic acid (5 mL) was added a solution 4-chloro-N-[5-chloro-2-(2-nitro-benzoyl)-pyridin-3-yl]-3-trifluoromethyl-benzenesulfonamide (410 mg, 0.788 mmol) in AcOH (5 mL) at 80° C. for 15 minutes. After complete addition the mixture was stirred at the same temperature for 30 minutes and the progress of the reaction was followed by LCMS. The reaction mixture was then cooled to room temperature and it was then diluted with EtOAc and filtere...